From a dataset of the Open Reaction Database (ORD), a public repository of structured organic reaction records. describe an organic reaction: reactants, conditions, products, and yield Starting materials: C, CCOC(=O)CN(Cc1ccccc1)C1CSc2ccccc2N(CC(=O)O)C1=O, CCO, CCOC(C)=O, Cl, [Pd]. The product is CCOC(=O)CNC1CSc2ccccc2N(CC(=O)O)C1=O. RXN SMILES: [C:35].[CH2:5]([c:6]1[cH:7][cH:8][cH:9][cH:10][cH:11]1)[N:12]([CH2:13][C:14](=[O:15])[O:16][CH2:17][CH3:18])[CH:19]1[CH2:20][S:21][c:22]2[c:23]([cH:31][cH:32][cH:33][cH:34]2)[N:24]([CH2:27][C:28](=[O:29])[OH:30])[C:25]1=[O:26].[CH3:1][CH2:2][OH:3].[CH3:37][CH2:38][O:39][C:40](=[O:41])[CH3:42].[ClH:4].[Pd:36]>>[NH:12]([CH2:13][C:14](=[O:15])[O:16][CH2:17][CH3:18])[CH:19]1[CH2:20][S:21][c:22]2[c:23]([cH:31][cH:32][cH:33][cH:34]2)[N:24]([CH2:27][C:28](=[O:29])[OH:30])[C:25]1=[O:26]. Starting materials: COC=1C=C(C=CC1N1C=NC(=C1)C)NC(=S)N ([3-methoxy-4-(4-methyl-imidazol-1-yl)-phenyl]-thiourea), BrC1CCCC(C1=O)C1=CC(=C(C=C1)C)C(F)(F)F (6-bromo-2-(4-methyl-3-trifluoromethyl-phenyl)-cyclohexanone). The solvent is C(C)O (ethanol). Product: COC=1C=C(C=CC1N1C=NC(=C1)C)NC=1SC2=C(N1)C(CCC2)C2=CC(=C(C=C2)C)C(F)(F)F ([3-Methoxy-4-(4-methyl-imidazol-1-yl)-phenyl]-[4-(4-methyl-3-trifluoromethyl-phenyl)-4,5,6,7-tetrahydro-benzothiazol-2-yl]-amine). Isolated yield 17.0%. RXN SMILES: [CH3:1][O:2][C:3]1[CH:4]=[C:5]([NH:15][C:16]([NH2:18])=[S:17])[CH:6]=[CH:7][C:8]=1[N:9]1[CH:13]=[C:12]([CH3:14])[N:11]=[CH:10]1.Br[CH:20]1[C:25](=O)[CH:24]([C:27]2[CH:32]=[CH:31][C:30]([CH3:33])=[C:29]([C:34]([F:37])([F:36])[F:35])[CH:28]=2)[CH2:23][CH2:22][CH2:21]1>C(O)C>[CH3:1][O:2][C:3]1[CH:4]=[C:5]([NH:15][C:16]2[S:17][C:22]3[CH2:21][CH2:20][CH2:25][CH:24]([C:27]4[CH:32]=[CH:31][C:30]([CH3:33])=[C:29]([C:34]([F:35])([F:37])[F:36])[CH:28]=4)[C:23]=3[N:18]=2)[CH:6]=[CH:7][C:8]=1[N:9]1[CH:13]=[C:12]([CH3:14])[N:11]=[CH:10]1. Reported procedure: A suspension of [3-methoxy-4-(4-methyl-imidazol-1-yl)-phenyl]-thiourea (52 mg, 0.20 mmol) and of crude 6-bromo-2-(4-methyl-3-trifluoromethyl-phenyl)-cyclohexanone (70 mg, 0.21 mmol) in ethanol (2 mL) was heated to reflux under an atmosphere of nitrogen for 2 days. After cooling to room temperature the solvent was evaporated under reduced pressure and the residue was purified by reversed preparative HPLC using acetonitril/water (0.1% formic acid) to yield the title compound (17 mg, 15%) as a pale... Starting materials: C([O-])([O-])=O.[K+].[K+] (potassium carbonate), BrCC(=O)OC (methyl bromoacetate), resultant solution, [Cl-].[NH4+] (ammonium chloride), C1(=CC=CC=C1)C(OCCN1CCOC2=C1C=CC=C2O)C2=CC=CC=C2 (4-(2-(diphenylmethoxy)-ethyl)-8-hydroxy-3,4-dihydro-2H-1,4-benzoxazine). Solvent: CN(C)C=O (DMF). Run at time 8 hour. Yields the product C1(=CC=CC=C1)C(OCCN1CCOC2=C1C=CC=C2OCC(=O)OC)C2=CC=CC=C2 (Methyl (4-(2-(diphenylmethoxy)ethyl)-3,4-dihydro-2H-1,4-benzoxazin-8-yloxy)acetate). Isolated yield 97.0%. Reaction SMILES: [C:1]1([CH:7]([C:22]2[CH:27]=[CH:26][CH:25]=[CH:24][CH:23]=2)[O:8][CH2:9][CH2:10][N:11]2[C:16]3[CH:17]=[CH:18][CH:19]=[C:20]([OH:21])[C:15]=3[O:14][CH2:13][CH2:12]2)[CH:6]=[CH:5][CH:4]=[CH:3][CH:2]=1.C(=O)([O-])[O-].[K+].[K+].Br[CH2:35][C:36]([O:38][CH3:39])=[O:37].[Cl-].[NH4+]>CN(C=O)C>[C:22]1([CH:7]([C:1]2[CH:2]=[CH:3][CH:4]=[CH:5][CH:6]=2)[O:8][CH2:9][CH2:10][N:11]2[C:16]3[CH:17]=[CH:18][CH:19]=[C:20]([O:21][CH2:35][C:36]([O:38][CH3:39])=[O:37])[C:15]=3[O:14][CH2:13][CH2:12]2)[CH:27]=[CH:26][CH:25]=[CH:24][CH:23]=1 |f:1.2.3,5.6|. Reported procedure: 4-(2-(diphenylmethoxy)-ethyl)-8-hydroxy-3,4-dihydro-2H-1,4-benzoxazine (161 mg) was dissolved in anhydrous DMF (4 ml), and anhydrous potassium carbonate (54 mg) and methyl bromoacetate (0.04 ml) were added to the resultant solution, and the mixture was stirred at room temperature overnight. The reaction solution was poured into a saturated ammonium chloride aqueous solution, and then extracted with ethyl acetate containing 15% n-hexane. The resultant organic layer was washed with water and satur... The reactants are [BH3-]C#N, CCOc1cc(C=O)cc(OCC)c1F, CCN(C(C)C)C(C)C, CS(=O)(=O)c1ccc(NC2CCNCC2)nc1, CC(=O)O, CCO, [Na+], [Na+], [Na+], O=C([O-])[O-], O. Yields the product CCOc1cc(CN2CCC(Nc3ccc(S(C)(=O)=O)cn3)CC2)cc(OCC)c1F. RXN SMILES: [C:46]([BH3-:47])#[N:48].[CH2:18]([CH3:19])[O:20][c:21]1[cH:22][c:23]([CH:24]=[O:25])[cH:26][c:27]([O:30][CH2:31][CH3:32])[c:28]1[F:29].[CH2:33]([N:34]([CH:35]([CH3:36])[CH3:37])[CH:38]([CH3:39])[CH3:40])[CH3:41].[CH3:1][S:2](=[O:3])(=[O:4])[c:5]1[cH:6][cH:7][c:8]([NH:11][CH:12]2[CH2:13][CH2:14][NH:15][CH2:16][CH2:17]2)[n:9][cH:10]1.[CH3:42][C:43](=[O:44])[OH:45].[CH3:56][CH2:57][OH:58].[Na+:49].[Na+:50].[Na+:51].[O-:52][C:53](=[O:54])[O-:55].[OH2:59]>>[CH3:1][S:2](=[O:3])(=[O:4])[c:5]1[cH:6][cH:7][c:8]([NH:11][CH:12]2[CH2:13][CH2:14][N:15]([CH2:24][c:23]3[cH:22][c:21]([O:20][CH2:18][CH3:19])[c:28]([F:29])[c:27]([O:30][CH2:31][CH3:32])[cH:26]3)[CH2:16][CH2:17]2)[n:9][cH:10]1. Starting materials: C(C)OC(C(C)S(=O)(=O)C=1SC=CC1)=O (2-(thiophen-2-sulfonyl)-propionic acid ethyl ester), C(C1=CC=CC=C1)Br (benzyl bromide). Yields the product C(C)OC(C(CC1=CC=CC=C1)(S(=O)(=O)C=1SC=CC1)C)=O (2-Methyl-3-phenyl-2-(thiophene-2-sulfonyl)-propionic acid ethyl ester). As a reaction SMILES: [CH2:1]([O:3][C:4](=[O:15])[CH:5]([S:7]([C:10]1[S:11][CH:12]=[CH:13][CH:14]=1)(=[O:9])=[O:8])[CH3:6])[CH3:2].[CH2:16](Br)[C:17]1[CH:22]=[CH:21][CH:20]=[CH:19][CH:18]=1>>[CH2:1]([O:3][C:4](=[O:15])[C:5]([CH3:6])([S:7]([C:10]1[S:11][CH:12]=[CH:13][CH:14]=1)(=[O:8])=[O:9])[CH2:16][C:17]1[CH:22]=[CH:21][CH:20]=[CH:19][CH:18]=1)[CH3:2]. Reported procedure: 2-Methyl-3-phenyl-2-(thiophene-2-sulfonyl)-propionic acid ethyl ester was prepared according to the general method as outlined in example 9. Starting from 2-(thiophen-2-sulfonyl)-propionic acid ethyl ester (3.0g, 12 mmol) and benzyl bromide (2.48g, 15 mmol). Yield 5.2 g (%); tan oil; MS 339.1 (M+H). The reactants are C(C)(C)(C)OC(=O)N1CCN(CC1)C1=NC(=NC(=N1)Cl)Cl (4-(4,6-dichloro-[1,3,5]triazin-2-yl)-piperazine-1-carboxylic acid tert-butyl ester), S1C=C(C=C1)B(O)O (3-thiopheneboronic acid), [F-].[K+] (KF). The reagents and catalysts are CC(C)([P](C(C)(C)C)([Pd][P](C(C)(C)C)(C(C)(C)C)C(C)(C)C)C(C)(C)C)C (Pd[P(t-Bu)3]2), C=1C=CC(=CC1)/C=C/C(=O)/C=C/C2=CC=CC=C2.C=1C=CC(=CC1)/C=C/C(=O)/C=C/C2=CC=CC=C2.C=1C=CC(=CC1)/C=C/C(=O)/C=C/C2=CC=CC=C2.[Pd].[Pd] (tris(dibenzylideneacetone)-dipalladium(0)). Solvent: O1CCOCC1 (1,4-dioxane). Run at temperature 90 celsius. Product: C(C)(C)(C)OC(=O)N1CCN(CC1)C1=NC(=NC(=N1)Cl)C1=CSC=C1 (4-(4-Chloro-6-thiophen-3-yl-[1,3,5]triazin-2-yl)-piperazine-1-carboxylic acid tert-butyl ester). Reaction SMILES: [C:1]([O:5][C:6]([N:8]1[CH2:13][CH2:12][N:11]([C:14]2[N:19]=[C:18](Cl)[N:17]=[C:16]([Cl:21])[N:15]=2)[CH2:10][CH2:9]1)=[O:7])([CH3:4])([CH3:3])[CH3:2].[S:22]1[CH:26]=[CH:25][C:24](B(O)O)=[CH:23]1.[F-].[K+]>O1CCOCC1.CC(C)([P](C(C)(C)C)([Pd][P](C(C)(C)C)(C(C)(C)C)C(C)(C)C)C(C)(C)C)C.C1C=CC(/C=C/C(/C=C/C2C=CC=CC=2)=O)=CC=1.C1C=CC(/C=C/C(/C=C/C2C=CC=CC=2)=O)=CC=1.C1C=CC(/C=C/C(/C=C/C2C=CC=CC=2)=O)=CC=1.[Pd].[Pd]>[C:1]([O:5][C:6]([N:8]1[CH2:9][CH2:10][N:11]([C:14]2[N:15]=[C:16]([Cl:21])[N:17]=[C:18]([C:24]3[CH:25]=[CH:26][S:22][CH:23]=3)[N:19]=2)[CH2:12][CH2:13]1)=[O:7])([CH3:4])([CH3:3])[CH3:2] |f:2.3,6.7.8.9.10,^1:40,46|. Procedure details: To a solution of 4-(4,6-dichloro-[1,3,5]triazin-2-yl)-piperazine-1-carboxylic acid tert-butyl ester (167.1 mg, 0.5 mmol) in anhydrous 1,4-dioxane (4 mL) in an oven-dried flask was added 3-thiopheneboronic acid (70.4 mg, 0.55 mmol), Pd[P(t-Bu)3]2 (2.5 mg, 0.005 mmol), tris(dibenzylideneacetone)-dipalladium(0) (2.3 mg, 0.0025 mmol), and KF (64 mg, 1.1 mmol). The resulting mixture was vacuum flushed with argon and heated overnight at 90° C. The reaction mixture was cooled and passed through a pad o... Starting materials: N(=[N+]=[N-])C[C@@H]1NC([C@@H]1NC(COC1=CC=CC=C1)=O)=O (cis-2-azidomethyl-4-oxo-3-phenoxyacetylaminoazetidine). The reagents and catalysts are [Pd] (palladium on carbon). Run in C(C)O (ethanol). Conditions: time 1 hour. The product is NC[C@@H]1NC([C@@H]1NC(COC1=CC=CC=C1)=O)=O (cis-2-Aminomethyl-4-oxo-3-phenoxyacetylaminoazetidine). As a reaction SMILES: [N:1]([CH2:4][C@H:5]1[C@@H:8]([NH:9][C:10](=[O:19])[CH2:11][O:12][C:13]2[CH:18]=[CH:17][CH:16]=[CH:15][CH:14]=2)[C:7](=[O:20])[NH:6]1)=[N+]=[N-]>[Pd].C(O)C>[NH2:1][CH2:4][C@H:5]1[C@@H:8]([NH:9][C:10](=[O:19])[CH2:11][O:12][C:13]2[CH:14]=[CH:15][CH:16]=[CH:17][CH:18]=2)[C:7](=[O:20])[NH:6]1. Procedure details: A suspension of 0.499 g (1.81 mmole) of cis-2-azidomethyl-4-oxo-3-phenoxyacetylaminoazetidine and 0.189 g of 10% palladium on carbon in 25 ml of absolute ethanol was hydrogenated at atmospheric pressure and at 40° for 1 hour. The solution was filtered through celite and the solvent was removed in vacuo to afford the title compound as a colorless gum. Reactants: CO, CC(C)N1CCN(c2ccc([N+](=O)[O-])cn2)CC1, Cl, O, O, Cl[Sn]Cl. Yields the product CC(C)N1CCN(c2ccc(N)cn2)CC1. RXN SMILES: [CH3:25][OH:26].[CH:1]([CH3:2])([CH3:3])[N:4]1[CH2:5][CH2:6][N:7]([c:10]2[n:11][cH:12][c:13]([N+:16]([O-:17])=[O:18])[cH:14][cH:15]2)[CH2:8][CH2:9]1.[ClH:24].[OH2:19].[OH2:20].[Sn:21]([Cl:22])[Cl:23]>>[CH:1]([CH3:2])([CH3:3])[N:4]1[CH2:5][CH2:6][N:7]([c:10]2[n:11][cH:12][c:13]([NH2:16])[cH:14][cH:15]2)[CH2:8][CH2:9]1.